From a dataset of the Open Reaction Database (ORD), a public repository of structured organic reaction records. describe an organic reaction: reactants, conditions, products, and yield Reactants: C#C[Si](C)(C)C, CCOC(C)=O, Ic1ccc(OCC2CC2)cc1, [Cu]I. The product is C[Si](C)(C)C#Cc1ccc(OCC2CC2)cc1. RXN SMILES: [CH3:13][Si:14]([CH3:15])([CH3:16])[C:17]#[CH:18].[CH3:19][CH2:20][O:21][C:22](=[O:23])[CH3:24].[CH:1]1([CH2:4][O:5][c:6]2[cH:7][cH:8][c:9]([I:12])[cH:10][cH:11]2)[CH2:2][CH2:3]1.[Cu:25][I:26]>>[CH:1]1([CH2:4][O:5][c:6]2[cH:7][cH:8][c:9]([C:18]#[C:17][Si:14]([CH3:13])([CH3:15])[CH3:16])[cH:10][cH:11]2)[CH2:2][CH2:3]1. Starting materials: Cl (HCl), [H][H] (hydrogen), FC(C(C[N+](=O)[O-])(O)C)(F)F (1,1,1-Trifluoro-2-methyl-3-nitropropan-2-ol). Reagents/catalysts: [Pd] (Pd/C). Run in C(C)O (Ethanol), CO (MeOH), C(C)O (ethanol), CO (MeOH). Reaction conditions: time 2 day. Yields the product Cl.NCC(C(F)(F)F)(O)C (3-Amino-1,1,1-trifluoro-2-methylpropan-2-ol hydrochloride). As a reaction SMILES: [F:1][C:2]([F:11])([F:10])[C:3]([CH3:9])([OH:8])[CH2:4][N+:5]([O-])=O.[H][H].[ClH:14]>C(O)C.CO.[Pd]>[ClH:14].[NH2:5][CH2:4][C:3]([CH3:9])([OH:8])[C:2]([F:11])([F:10])[F:1] |f:6.7|. Procedure: Pd/C was added (1 g) to a 200 ml glass vessel. Ethanol (50 ml, dry) was added cautiously under an atmosphere of CO2. 1,1,1-Trifluoro-2-methyl-3-nitropropan-2-ol (10 g, 57.8 mmol) was dissolved in ethanol (50 ml, dry) and added to the glass vessel. The reaction mixture was put under a positive pressure of hydrogen (5 bar) at room temperature and hydrogenated for 2 days. The reaction mixture was filtered through Celite® (filter material) and washed with excess ethanol. The solvent was removed in v...